This data is from the Open Reaction Database (ORD), a public repository of structured organic reaction records. The task is: describe an organic reaction: reactants, conditions, products, and yield The reactants are Cc1cnnc(-c2ccccc2)c1, O=C(OO)c1cccc(Cl)c1, ClC(Cl)Cl. The product is Cc1cc(-c2ccccc2)n[n+]([O-])c1. RXN SMILES: [CH3:1][c:2]1[cH:3][c:4](-[c:8]2[cH:9][cH:10][cH:11][cH:12][cH:13]2)[n:5][n:6][cH:7]1.[Cl:14][c:15]1[cH:16][cH:17][cH:18][c:19]([C:20]([O:21][OH:23])=[O:22])[cH:24]1.[Cl:25][CH:26]([Cl:27])[Cl:28]>>[CH3:1][c:2]1[cH:3][c:4](-[c:8]2[cH:9][cH:10][cH:11][cH:12][cH:13]2)[n:5][n+:6]([O-:22])[cH:7]1. Starting materials: Cc1csc(-c2cc3ccccc3c(=O)[nH]2)c1, O=P(Cl)(Cl)Cl. The product is Cc1csc(-c2cc3ccccc3c(Cl)n2)c1. As a reaction SMILES: [CH3:1][c:2]1[cH:3][c:4](-[c:7]2[nH:8][c:9](=[O:17])[c:10]3[cH:11][cH:12][cH:13][cH:14][c:15]3[cH:16]2)[s:5][cH:6]1.[P:18]([Cl:19])([Cl:20])([Cl:21])=[O:22]>>[CH3:1][c:2]1[cH:3][c:4](-[c:7]2[n:8][c:9]([Cl:20])[c:10]3[cH:11][cH:12][cH:13][cH:14][c:15]3[cH:16]2)[s:5][cH:6]1. Starting materials: O (water), Cl (hydrochloric acid), N([C@@H](CC1=CC(=C(C=C1)O)C(C)(C)C)C(=O)NS(=O)(=O)C)C (N-Me-Tyr(3-t-Bu)-NHSO2Me), C(=O)(OCC1=CC=CC=C1)N([C@@H](C(C)C)C(=O)O)C (Z-N-Me-Val-OH), TEA. Solvent: C1CCOC1 (THF). Conditions: time 8 hour. Yields the product C(=O)(OCC1=CC=CC=C1)N([C@@H](C(C)C)C(=O)N([C@@H](CC1=CC(=C(C=C1)O)C(C)(C)C)C(=O)NS(=O)(=O)C)C)C (Z-N-Me-Val-N-Me-Tyr(3-t-Bu)-NHSO2Me). Isolated yield 85.0%. Reaction SMILES: [NH:1]([CH3:22])[C@H:2]([C:15]([NH:17][S:18]([CH3:21])(=[O:20])=[O:19])=[O:16])[CH2:3][C:4]1[CH:9]=[CH:8][C:7]([OH:10])=[C:6]([C:11]([CH3:14])([CH3:13])[CH3:12])[CH:5]=1.[C:23]([N:33]([CH3:41])[C@H:34]([C:38]([OH:40])=O)[CH:35]([CH3:37])[CH3:36])([O:25][CH2:26][C:27]1[CH:32]=[CH:31][CH:30]=[CH:29][CH:28]=1)=[O:24].O.Cl>C1COCC1>[C:23]([N:33]([CH3:41])[C@H:34]([C:38]([N:1]([CH3:22])[C@H:2]([C:15]([NH:17][S:18]([CH3:21])(=[O:20])=[O:19])=[O:16])[CH2:3][C:4]1[CH:9]=[CH:8][C:7]([OH:10])=[C:6]([C:11]([CH3:12])([CH3:13])[CH3:14])[CH:5]=1)=[O:40])[CH:35]([CH3:36])[CH3:37])([O:25][CH2:26][C:27]1[CH:28]=[CH:29][CH:30]=[CH:31][CH:32]=1)=[O:24]. Reported procedure: To a solution of the crude N-Me-Tyr(3-t-Bu)-NHSO2Me (0.51 g, 1.43 mmol), Z-N-Me-Val-OH 0.49 g, 1.86 mmol) and CMPI (0.51 g, 2.00 mmol) in THF (10 ml), TEA (0.60 ml, 4.29 mmol) was added under cooling with ice and stirred at room temperature overnight. The reaction mixture was mixed with water, rendered acidic by the addition of 2N hydrochloric acid and extracted with ethyl acetate. The organic layer was washed with saturated brine, dried over magnesium sulfate and evaporated to remove the solven...